This data is from the Open Reaction Database (ORD), a public repository of structured organic reaction records. The task is: describe an organic reaction: reactants, conditions, products, and yield As a reaction SMILES: [CH3:39][S:40]([CH3:41])=[O:42].[Cl:13][c:14]1[cH:15][c:16](=[O:32])[o:17][c:18]2[c:19]([O:26][CH:27]3[CH2:28][CH2:29][CH2:30][CH2:31]3)[c:20]([O:24][CH3:25])[cH:21][cH:22][c:23]12.[H-:1].[K+:38].[NH2:3][CH:4]1[CH2:5][CH2:6][CH:7]([C:10](=[O:11])[OH:12])[CH2:8][CH2:9]1.[Na+:2].[P:33]([O-:34])([OH:35])([OH:36])=[O:37]>>[NH:3]([CH:4]1[CH2:5][CH2:6][CH:7]([C:10](=[O:11])[OH:12])[CH2:8][CH2:9]1)[c:14]1[cH:15][c:16](=[O:32])[o:17][c:18]2[c:19]([O:26][CH:27]3[CH2:28][CH2:29][CH2:30][CH2:31]3)[c:20]([O:24][CH3:25])[cH:21][cH:22][c:23]12. Starting materials: CS(C)=O, COc1ccc2c(Cl)cc(=O)oc2c1OC1CCCC1, [H-], [K+], NC1CCC(C(=O)O)CC1, [Na+], O=P([O-])(O)O. Yields the product COc1ccc2c(NC3CCC(C(=O)O)CC3)cc(=O)oc2c1OC1CCCC1. Starting materials: ClCC=1CS[C@H]2N(C1C(=O)OC(C1=CC=CC=C1)C1=CC=CC=C1)C([C@H]2NC(C(C=2N=C(SC2)NC(C2=CC=CC=C2)(C2=CC=CC=C2)C2=CC=CC=C2)=NOCC2=CC=C(C=C2)OCOCCOC)=O)=O (benzhydryl 3-chloromethyl-7β-{2-[4-(2-methoxyethoxymethoxy)benzyloxyimino]-2-(2-tritylaminothiazol-4-yl) acetamido}-3-cephem-4-carboxylate), SC=1OC(=NN1)C1=CC(=C(C=C1)OCOCCOC)OCOCCOC (2-mercapto-5-[3,4-di(2-methoxyethoxymethoxy) phenyl]-1,3,4-oxadiazole). Product: NC=1SC=C(N1)C(C(=O)N[C@H]1[C@@H]2N(C(=C(CS2)CSC=2OC(=NN2)C2=CC(=C(C=C2)O)O)C(=O)O)C1=O)=NOCC1=CC=C(C=C1)O (7β-[2-(2-aminothiazol-4-yl)-2-(4hydroxybenzyloxyimino) acetamido]-3-[5-(3,4-dihydroxyphenyl)-1,3, 4-oxadiazol-2-yl]thiomethyl-3-cephem-4carboxylic acid). The yield is 38.0%. RXN SMILES: Cl[CH2:2][C:3]1[CH2:4][S:5][C@@H:6]2[C@H:26]([NH:27][C:28](=[O:71])[C:29](=[N:55][O:56][CH2:57][C:58]3[CH:63]=[CH:62][C:61]([O:64]COCCOC)=[CH:60][CH:59]=3)[C:30]3[N:31]=[C:32]([NH:35]C(C4C=CC=CC=4)(C4C=CC=CC=4)C4C=CC=CC=4)[S:33][CH:34]=3)[C:25](=[O:72])[N:7]2[C:8]=1[C:9]([O:11]C(C1C=CC=CC=1)C1C=CC=CC=1)=[O:10].[SH:73][C:74]1[O:75][C:76]([C:79]2[CH:84]=[CH:83][C:82]([O:85]COCCOC)=[C:81]([O:92]COCCOC)[CH:80]=2)=[N:77][N:78]=1>>[NH2:35][C:32]1[S:33][CH:34]=[C:30]([C:29](=[N:55][O:56][CH2:57][C:58]2[CH:63]=[CH:62][C:61]([OH:64])=[CH:60][CH:59]=2)[C:28]([NH:27][C@@H:26]2[C:25](=[O:72])[N:7]3[C:8]([C:9]([OH:11])=[O:10])=[C:3]([CH2:2][S:73][C:74]4[O:75][C:76]([C:79]5[CH:84]=[CH:83][C:82]([OH:85])=[C:81]([OH:92])[CH:80]=5)=[N:77][N:78]=4)[CH2:4][S:5][C@H:6]23)=[O:71])[N:31]=1. Procedure details: The same operation as in EXAMPLE 1 was conducted by using 2.04 g (2 mmol) of benzhydryl 3-chloromethyl-7β-{2-[4-(2-methoxyethoxymethoxy)benzyloxyimino]-2-(2-tritylaminothiazol-4-yl) acetamido}-3-cephem-4-carboxylate (syn-isomer) and 773 mg (2 mmol) of 2-mercapto-5-[3,4-di(2-methoxyethoxymethoxy) phenyl]-1,3,4-oxadiazole, whereby 530 g (yield: 38.0%) of the above identified compound was obtained. Starting materials: C(C)(=O)OCC (ethyl acetate), CCCCCC (hexane), C(C)(=O)OCC (ethyl acetate), COC1=CC2=C(CC(NN=C2C2=CC=C(C=C2)[N+](=O)[O-])=O)C=C1 (8-methoxy-1-(4-nitrophenyl)-4,5-dihydro-3H-2,3-benzodiazepin-4-one), P12(=S)SP3(=S)SP(=S)(S1)SP(=S)(S2)S3 (diphosphorus pentasulfide). Solvent: O (water), N1=CC=CC=C1 (pyridine). Conditions: temperature 100 celsius, time 2 hour. Product: COC1=CC2=C(CC(NN=C2C2=CC=C(C=C2)[N+](=O)[O-])=S)C=C1 (8-methoxy-1-(4-nitrophenyl)-4,5-dihydro-3H-2,3-benzodiazepine-4-thione). The yield is 172.8%. As a reaction SMILES: [CH3:1][O:2][C:3]1[CH:23]=[CH:22][C:6]2[CH2:7][C:8](=O)[NH:9][N:10]=[C:11]([C:12]3[CH:17]=[CH:16][C:15]([N+:18]([O-:20])=[O:19])=[CH:14][CH:13]=3)[C:5]=2[CH:4]=1.P12(SP3(SP(SP(S3)(S1)=S)(=S)S2)=S)=[S:25].C(OCC)(=O)C.CCCCCC>N1C=CC=CC=1.O>[CH3:1][O:2][C:3]1[CH:23]=[CH:22][C:6]2[CH2:7][C:8](=[S:25])[NH:9][N:10]=[C:11]([C:12]3[CH:17]=[CH:16][C:15]([N+:18]([O-:20])=[O:19])=[CH:14][CH:13]=3)[C:5]=2[CH:4]=1. Procedure: 4.3 g of 8-methoxy-1-(4-nitrophenyl)-4,5-dihydro-3H-2,3-benzodiazepin-4-one is mixed in 48 ml of pyridine with 2.46 g of diphosphorus pentasulfide and stirred under argon and with exclusion of moisture for 2 hours at a bath temperature of 100° C. It is diluted with water, and the precipitated product is suctioned off. After chromatography on silica gel first with ethyl acetate:hexane=1:1 and later with ethyl acetate, a total of 3.13 g of 8-methoxy-1-(4-nitrophenyl)-4,5-dihydro-3H-2,3-benzodiazep... Reactants: C(C)(=O)N1C(C(C2=CC=CC=C12)=C(C1=CC=C(C=C1)C)Cl)=O (1-acetyl-3-[1-chloro-1-(p-tolyl)-methylidene)-2-indolinone), CN(C)CC1=CC=C(N)C=C1 (4-dimethylaminomethyl-aniline), [OH-].[Na+] (sodium hydroxide). Solvent: CN(C)C=O (DMF), CO (methanol). Product: CN(C)CC1=CC=C(C=C1)N\C(\C1=CC=C(C=C1)C)=C\1/C(NC2=CC=CC=C12)=O ((Z)-3-[1-(4-dimethylaminomethyl-phenylamino)-1-(p-tolyl)-methylidene]-2-indolinone). RXN SMILES: C([N:4]1[C:12]2[C:7](=[CH:8][CH:9]=[CH:10][CH:11]=2)[C:6](=[C:13](Cl)[C:14]2[CH:19]=[CH:18][C:17]([CH3:20])=[CH:16][CH:15]=2)[C:5]1=[O:22])(=O)C.[CH3:23][N:24]([CH2:26][C:27]1[CH:33]=[CH:32][C:30]([NH2:31])=[CH:29][CH:28]=1)[CH3:25].[OH-].[Na+]>CN(C=O)C.CO>[CH3:25][N:24]([CH2:26][C:27]1[CH:33]=[CH:32][C:30]([NH:31]/[C:13](=[C:6]2\[C:5](=[O:22])[NH:4][C:12]3[C:7]\2=[CH:8][CH:9]=[CH:10][CH:11]=3)/[C:14]2[CH:15]=[CH:16][C:17]([CH3:20])=[CH:18][CH:19]=2)=[CH:29][CH:28]=1)[CH3:23] |f:2.3|. Reported procedure: Prepared analogously to Example 2 from 1-acetyl-3-[1-chloro-1-(p-tolyl)-methylidene)-2-indolinone and 4-dimethylaminomethyl-aniline in DMF and subsequent treatment with sodium hydroxide solution in methanol.